From a dataset of the Open Reaction Database (ORD), a public repository of structured organic reaction records. describe an organic reaction: reactants, conditions, products, and yield Starting materials: O (water), BrC=1C=C(C=NC1)NC(C1=CC=CC=C1)=O (N-(5-bromopyridin-3-yl)benzamide), CC1=C(C=CC=C1C)B(O)O ((2,3-dimethylphenyl)boronic acid), C([O-])([O-])=O.[K+].[K+] (potassium carbonate). The reagents and catalysts are C=1C=CC(=CC1)[P](C=2C=CC=CC2)(C=3C=CC=CC3)[Pd]([P](C=4C=CC=CC4)(C=5C=CC=CC5)C=6C=CC=CC6)([P](C=7C=CC=CC7)(C=8C=CC=CC8)C=9C=CC=CC9)[P](C=1C=CC=CC1)(C=1C=CC=CC1)C=1C=CC=CC1 (tetrakis(triphenylphosphine)palladium(0)). Solvent: COCCOC (1,2-dimethoxyethane), CN(C)C=O (DMF). Conditions: temperature 85 celsius, time 12 hour. Yields the product CC1=C(C=CC=C1C)C=1C=C(C=NC1)NC(=O)C1=CC=CC=C1 (N-[5-(2,3-Dimethylphenyl)pyridin-3-yl]benzenecarboxamide). RXN SMILES: Br[C:2]1[CH:3]=[C:4]([NH:8][C:9](=[O:16])[C:10]2[CH:15]=[CH:14][CH:13]=[CH:12][CH:11]=2)[CH:5]=[N:6][CH:7]=1.[CH3:17][C:18]1[C:23]([CH3:24])=[CH:22][CH:21]=[CH:20][C:19]=1B(O)O.C(=O)([O-])[O-].[K+].[K+].O>COCCOC.C1C=CC([P]([Pd]([P](C2C=CC=CC=2)(C2C=CC=CC=2)C2C=CC=CC=2)([P](C2C=CC=CC=2)(C2C=CC=CC=2)C2C=CC=CC=2)[P](C2C=CC=CC=2)(C2C=CC=CC=2)C2C=CC=CC=2)(C2C=CC=CC=2)C2C=CC=CC=2)=CC=1.CN(C=O)C>[CH3:17][C:18]1[C:23]([CH3:24])=[CH:22][CH:21]=[CH:20][C:19]=1[C:2]1[CH:3]=[C:4]([NH:8][C:9]([C:10]2[CH:15]=[CH:14][CH:13]=[CH:12][CH:11]=2)=[O:16])[CH:5]=[N:6][CH:7]=1 |f:2.3.4,^1:44,46,65,84|. Reported procedure: At 50° C., 3.93 g (13.9 mmol) of N-(5-bromopyridin-3-yl)benzamide, 2.50 g (16.7 mmol) of (2,3-dimethylphenyl)boronic acid and 3.84 g (27.8 mmol) of potassium carbonate were dissolved in 50 ml of 1,2-dimethoxyethane, 17 ml of water and 100 ml of DMF. The mixture was flushed with argon, 81 mg (0.07 mmol) of tetrakis(triphenylphosphine)palladium(0) were added and the mixture was stirred at 85° C. for 12 h. The reaction mixture was concentrated slightly on a rotary evaporator, diluted with water and... Reactants: CCOC(C)=O, [H][H], CC1CCNc2cc([N+](=O)[O-])ccc21. Product: CC1CCNc2cc(N)ccc21. Reaction SMILES: [CH3:17][CH2:18][O:19][C:20](=[O:21])[CH3:22].[H:15][H:16].[N+:1]([O-:2])(=[O:3])[c:4]1[cH:5][cH:6][c:7]2[c:12]([cH:13]1)[NH:11][CH2:10][CH2:9][CH:8]2[CH3:14]>>[NH2:1][c:4]1[cH:5][cH:6][c:7]2[c:12]([cH:13]1)[NH:11][CH2:10][CH2:9][CH:8]2[CH3:14].